Dataset: the Open Reaction Database (ORD), a public repository of structured organic reaction records. Task: describe an organic reaction: reactants, conditions, products, and yield The reactants are COC1(CCCCCC1)C1=C(CN(C=2N=NN(N2)CCO[Si](C)(C)C(C)(C)C)CC2=CC(=CC(=C2)C(F)(F)F)C(F)(F)F)C=C(C=C1)C(F)(F)F (N-(2-(1-methoxycycloheptyl)-5-(trifluoromethyl)benzyl)-N-(3,5-bis(trifluoromethyl)benzyl)-2-(2-(tert-butyldimethylsilyloxy)ethyl)-2H-tetrazol-5-amine), [F-].C(CCC)[N+](CCCC)(CCCC)CCCC (tetrabutylammonium fluoride). Solvent: CC1OCCC1 (2-methyltetrahydrofuran). Run at time 1.5 hour. Product: COC1(CCCCCC1)C1=C(CN(C=2N=NN(N2)CCO)CC2=CC(=CC(=C2)C(F)(F)F)C(F)(F)F)C=C(C=C1)C(F)(F)F (2-(5-((2-(1-methoxycycloheptyl)-5-(trifluoromethyl)benzyl)(3,5-bis(trifluoromethyl)benzyl)amino)-2H-tetrazol-2-yl)ethanol). Yield: 94.9%. RXN SMILES: [CH3:1][O:2][C:3]1([C:10]2[CH:47]=[CH:46][C:45]([C:48]([F:51])([F:50])[F:49])=[CH:44][C:11]=2[CH2:12][N:13]([CH2:29][C:30]2[CH:35]=[C:34]([C:36]([F:39])([F:38])[F:37])[CH:33]=[C:32]([C:40]([F:43])([F:42])[F:41])[CH:31]=2)[C:14]2[N:15]=[N:16][N:17]([CH2:19][CH2:20][O:21][Si](C(C)(C)C)(C)C)[N:18]=2)[CH2:9][CH2:8][CH2:7][CH2:6][CH2:5][CH2:4]1.[F-].C([N+](CCCC)(CCCC)CCCC)CCC>CC1CCCO1>[CH3:1][O:2][C:3]1([C:10]2[CH:47]=[CH:46][C:45]([C:48]([F:51])([F:49])[F:50])=[CH:44][C:11]=2[CH2:12][N:13]([CH2:29][C:30]2[CH:35]=[C:34]([C:36]([F:37])([F:38])[F:39])[CH:33]=[C:32]([C:40]([F:42])([F:41])[F:43])[CH:31]=2)[C:14]2[N:15]=[N:16][N:17]([CH2:19][CH2:20][OH:21])[N:18]=2)[CH2:4][CH2:5][CH2:6][CH2:7][CH2:8][CH2:9]1 |f:1.2|. Procedure: To a solution of N-(2-(1-methoxycycloheptyl)-5-(trifluoromethyl)benzyl)-N-(3,5-bis(trifluoromethyl)benzyl)-2-(2-(tert-butyldimethylsilyloxy)ethyl)-2H-tetrazol-5-amine (42 mg, 0.056 mmol) in 2-methyltetrahydrofuran (1.5 mL) was added tetrabutylammonium fluoride (0.1 mL; 0.1 mmol; 1.0M in tetrahydrofuran). Reaction was stirred at room temperature for 1.5 hours. The reaction was concentrated in vacuo. The residue was purified by 4 g RediSep column (Teledyne Isco Inc., Lincoln Nebr.) (eluted with 10...